From a dataset of the Open Reaction Database (ORD), a public repository of structured organic reaction records. describe an organic reaction: reactants, conditions, products, and yield The reactants are C(C)(C)C1=C(C=CC=C1)O (2-Isopropylphenol), S(=O)(=O)(OC)OC (dimethyl sulfate), C([O-])([O-])=O.[K+].[K+] (potassium carbonate). Solvent: CC(=O)C (acetone). The product is C(C)(C)C1=C(C=CC=C1)OC (2-isopropylanisole). Reaction SMILES: [CH:1]([C:4]1[CH:9]=[CH:8][CH:7]=[CH:6][C:5]=1[OH:10])([CH3:3])[CH3:2].S(OC)(O[CH3:15])(=O)=O.C(=O)([O-])[O-].[K+].[K+]>CC(C)=O>[CH:1]([C:4]1[CH:9]=[CH:8][CH:7]=[CH:6][C:5]=1[O:10][CH3:15])([CH3:3])[CH3:2] |f:2.3.4|. Procedure details: 2-Isopropylphenol (300 g), 262 ml of dimethyl sulfate, and 1500 g of potassium carbonate in 1 liter of acetone are stirred mechanically and refluxed for 61/2 hours. The mixture is filtered and the filter cake washed with acetone. The combined filtrate is stripped, the residue is redissolved in ether, then extracted with 2N sodium hydroxide (twice) and brine (once). The ether is dried, filtered, and stripped to leave an oil which is distilled under high vacuum to afford 2-isopropylanisole, b.p. 3... Starting materials: N1(C=NC=C1)CC=CC1=CC(=C(C(=O)OC)C=C1)OS(=O)(=O)C(F)(F)F (methyl 4-[3-(imidazol-1-yl)prop-1-en-1-yl]-2-(trifluoromethylsulphonyloxy)benzoate), FC1=C(C=CC(=C1)F)B(O)O (2,4-difluorophenylboronic acid), C([O-])([O-])=O.[Na+].[Na+] (sodium carbonate), [Cl-].[Li+] (lithium chloride). The reagents and catalysts are [Pd].C1(=CC=CC=C1)P(C1=CC=CC=C1)C1=CC=CC=C1.C1(=CC=CC=C1)P(C1=CC=CC=C1)C1=CC=CC=C1.C1(=CC=CC=C1)P(C1=CC=CC=C1)C1=CC=CC=C1.C1(=CC=CC=C1)P(C1=CC=CC=C1)C1=CC=CC=C1 (tetrakis(triphenylphosphine) palladium). The solvent is C1(=CC=CC=C1)C (toluene), C(C)O (ethanol). Yields the product N1(C=NC=C1)C/C=C/C1=CC(=C(C(=O)OC)C=C1)C1=C(C=C(C=C1)F)F (methyl 4-[(E)-3-(imidazol-1-yl)prop-1-en-1-yl]-2-(2,4-difluorophenyl)benzoate). As a reaction SMILES: [N:1]1([CH2:6][CH:7]=[CH:8][C:9]2[CH:18]=[CH:17][C:12]([C:13]([O:15][CH3:16])=[O:14])=[C:11](OS(C(F)(F)F)(=O)=O)[CH:10]=2)[CH:5]=[CH:4][N:3]=[CH:2]1.[F:27][C:28]1[CH:33]=[C:32]([F:34])[CH:31]=[CH:30][C:29]=1B(O)O.C(=O)([O-])[O-].[Na+].[Na+].[Cl-].[Li+]>C1(C)C=CC=CC=1.[Pd].C1(P(C2C=CC=CC=2)C2C=CC=CC=2)C=CC=CC=1.C1(P(C2C=CC=CC=2)C2C=CC=CC=2)C=CC=CC=1.C1(P(C2C=CC=CC=2)C2C=CC=CC=2)C=CC=CC=1.C1(P(C2C=CC=CC=2)C2C=CC=CC=2)C=CC=CC=1.C(O)C>[N:1]1([CH2:6]/[CH:7]=[CH:8]/[C:9]2[CH:18]=[CH:17][C:12]([C:13]([O:15][CH3:16])=[O:14])=[C:11]([C:31]3[CH:30]=[CH:29][C:28]([F:27])=[CH:33][C:32]=3[F:34])[CH:10]=2)[CH:5]=[CH:4][N:3]=[CH:2]1 |f:2.3.4,5.6,8.9.10.11.12|. Reported procedure: A mixture of methyl 4-[3-(imidazol-1-yl)prop-1-en-1-yl]-2-(trifluoromethylsulphonyloxy)benzoate (1.17 g; 3 mmol), 2,4-difluorophenylboronic acid (0.52 g; 3.3 mmol), tetrakis(triphenylphosphine) palladium (0.14 g; 0.12 mmol), 2M aqueous sodium carbonate solution (4.5 ml), lithium chloride (0.25 g; 6 mmol) and ethanol (13 ml) in toluene (120 ml) was refluxed, under an argon atmosphere, for 8 hours. The mixture was extracted with ethyl acetate and purified by flash chromatography eluting with isopr... Starting materials: C1CCOC1, [Li]CCCC, COC(=O)C1Cc2c(OC)ccc(OC)c2CO1, CI, CC(C)NC(C)C, [Cl-], [NH4+], O. Yields the product COC(=O)C1(C)Cc2c(OC)ccc(OC)c2CO1. As a reaction SMILES: [CH2:35]1[O:36][CH2:37][CH2:38][CH2:39]1.[CH2:8]([Li:9])[CH2:10][CH2:11][CH3:12].[CH3:13][O:14][c:15]1[c:16]2[c:21]([c:22]([O:25][CH3:26])[cH:23][cH:24]1)[CH2:20][O:19][CH:18]([C:27](=[O:28])[O:29][CH3:30])[CH2:17]2.[CH3:31][I:32].[CH:1]([NH:2][CH:3]([CH3:4])[CH3:5])([CH3:6])[CH3:7].[Cl-:33].[NH4+:34].[OH2:40]>>[CH3:1][C:18]1([C:27](=[O:28])[O:29][CH3:30])[CH2:17][c:16]2[c:15]([O:14][CH3:13])[cH:24][cH:23][c:22]([O:25][CH3:26])[c:21]2[CH2:20][O:19]1.